This data is from the Open Reaction Database (ORD), a public repository of structured organic reaction records. The task is: describe an organic reaction: reactants, conditions, products, and yield Starting materials: N (ammonia), C(CCCCCCC)O (n-octanol). Yields the product C(CCCCCCC)N(CCCCCCCC)CCCCCCCC (tri-n-octylamine). Reaction SMILES: [NH3:1].[CH2:2](O)[CH2:3][CH2:4][CH2:5][CH2:6][CH2:7][CH2:8][CH3:9]>>[CH2:2]([N:1]([CH2:2][CH2:3][CH2:4][CH2:5][CH2:6][CH2:7][CH2:8][CH3:9])[CH2:2][CH2:3][CH2:4][CH2:5][CH2:6][CH2:7][CH2:8][CH3:9])[CH2:3][CH2:4][CH2:5][CH2:6][CH2:7][CH2:8][CH3:9]. Procedure: Reacting n-octanol with ammonia in a molar ratio of 7:1 under the same reaction conditions gave tri-n-octylamine in a yield of over 95 mol%. The 2.5% by weight of di-n-octylamine formed at the same time were separated quantitatively from the reaction product, added to fresh feed and alkylated with octanol. The resulting reaction mixture likewise contained the secondary amine in amount of about 2% by weight, so that in the steady state where the secondary amine formed is being returned again and ... Starting materials: COc1cc(OC)cc(C(=O)O)c1, Cc1nc(C(=O)N2CC3CC3C2CN)c(-c2cccc(Cl)c2)s1. Yields the product COc1cc(OC)cc(C(=O)NCC2C3CC3CN2C(=O)c2nc(C)sc2-c2cccc(Cl)c2)c1. Reaction SMILES: [CH3:24][O:25][c:26]1[cH:27][c:28]([C:29](=[O:30])[OH:31])[cH:32][c:33]([O:35][CH3:36])[cH:34]1.[NH2:1][CH2:2][CH:3]1[CH:4]2[CH2:5][CH:6]2[CH2:7][N:8]1[C:9](=[O:10])[c:11]1[n:12][c:13]([CH3:23])[s:14][c:15]1-[c:16]1[cH:17][c:18]([Cl:22])[cH:19][cH:20][cH:21]1>>[NH:1]([CH2:2][CH:3]1[CH:4]2[CH2:5][CH:6]2[CH2:7][N:8]1[C:9](=[O:10])[c:11]1[n:12][c:13]([CH3:23])[s:14][c:15]1-[c:16]1[cH:17][c:18]([Cl:22])[cH:19][cH:20][cH:21]1)[C:29]([c:28]1[cH:27][c:26]([O:25][CH3:24])[cH:34][c:33]([O:35][CH3:36])[cH:32]1)=[O:30]. Starting materials: CCOC(=O)CBr, CC(C)(C)[Si](C)(C)Oc1ccc2[nH]ccc2c1, O=C([O-])[O-], [Cs+], [Cs+], CN(C)C=O. The product is CCOC(=O)Cn1ccc2cc(O[Si](C)(C)C(C)(C)C)ccc21. As a reaction SMILES: [Br:18][CH2:19][C:20](=[O:21])[O:22][CH2:23][CH3:24].[C:1]([CH3:2])([CH3:3])([CH3:4])[Si:5]([O:6][c:7]1[cH:8][c:9]2[cH:10][cH:11][nH:12][c:13]2[cH:14][cH:15]1)([CH3:16])[CH3:17].[C:25](=[O:26])([O-:27])[O-:28].[Cs+:29].[Cs+:30].[O:31]=[CH:32][N:33]([CH3:34])[CH3:35]>>[C:1]([CH3:2])([CH3:3])([CH3:4])[Si:5]([O:6][c:7]1[cH:8][c:9]2[cH:10][cH:11][n:12]([CH2:19][C:20](=[O:21])[O:22][CH2:23][CH3:24])[c:13]2[cH:14][cH:15]1)([CH3:16])[CH3:17]. Reactants: CN(C(=O)c1cccc(C2CCNCC2)n1)C1CCCc2ccccc21, Cc1cc(C(F)(F)F)nn1CC(=O)O, CCN(C(C)C)C(C)C, Cl, CN(C)C=O. Yields the product Cc1cc(C(F)(F)F)nn1CC(=O)N1CCC(c2cccc(C(=O)N(C)C3CCCc4ccccc43)n2)CC1. Reaction SMILES: [CH3:16][N:17]([C:18](=[O:19])[c:20]1[cH:21][cH:22][cH:23][c:24]([CH:26]2[CH2:27][CH2:28][NH:29][CH2:30][CH2:31]2)[n:25]1)[CH:32]1[CH2:33][CH2:34][CH2:35][c:36]2[cH:37][cH:38][cH:39][cH:40][c:41]21.[CH3:1][c:2]1[cH:3][c:4]([C:11]([F:12])([F:13])[F:14])[n:5][n:6]1[CH2:7][C:8](=[O:9])[OH:10].[CH:42]([N:43]([CH:44]([CH3:45])[CH3:46])[CH2:47][CH3:48])([CH3:49])[CH3:50].[ClH:15].[O:51]=[CH:52][N:53]([CH3:54])[CH3:55]>>[CH3:1][c:2]1[cH:3][c:4]([C:11]([F:12])([F:13])[F:14])[n:5][n:6]1[CH2:7][C:8](=[O:10])[N:29]1[CH2:28][CH2:27][CH:26]([c:24]2[cH:23][cH:22][cH:21][c:20]([C:18]([N:17]([CH3:16])[CH:32]3[CH2:33][CH2:34][CH2:35][c:36]4[cH:37][cH:38][cH:39][cH:40][c:41]43)=[O:19])[n:25]2)[CH2:31][CH2:30]1. The reactants are CCC(=CC(CC)CC)CC, Cl[SiH](Cl)Cl, N#CC1(N=NC2(C#N)CCCCC2)CCCCC1. Yields the product CCC(CC)C(C(CC)CC)[Si](Cl)(Cl)Cl. RXN SMILES: [CH2:1]([CH3:2])[C:3]([CH2:4][CH3:5])=[CH:6][CH:7]([CH2:8][CH3:9])[CH2:10][CH3:11].[Cl:12][SiH:13]([Cl:14])[Cl:15].[N:16]([C:17]1([C:18]#[N:19])[CH2:20][CH2:21][CH2:22][CH2:23][CH2:24]1)=[N:25][C:26]1([C:27]#[N:28])[CH2:29][CH2:30][CH2:31][CH2:32][CH2:33]1>>[CH2:1]([CH3:2])[CH:3]([CH2:4][CH3:5])[CH:6]([CH:7]([CH2:8][CH3:9])[CH2:10][CH3:11])[Si:13]([Cl:12])([Cl:14])[Cl:15]. Reactants: COC(=O)c1ccc(-c2cccc(C#N)c2)nc1, [Li+], C1CCOC1, [OH-]. Yields the product N#Cc1cccc(-c2ccc(C(=O)O)cn2)c1. Reaction SMILES: [C:1](#[N:2])[c:3]1[cH:4][c:5](-[c:9]2[n:10][cH:11][c:12]([C:13](=[O:14])[O:15][CH3:16])[cH:17][cH:18]2)[cH:6][cH:7][cH:8]1.[Li+:19].[O:21]1[CH2:22][CH2:23][CH2:24][CH2:25]1.[OH-:20]>>[C:1](#[N:2])[c:3]1[cH:4][c:5](-[c:9]2[n:10][cH:11][c:12]([C:13](=[O:14])[OH:15])[cH:17][cH:18]2)[cH:6][cH:7][cH:8]1.